From a dataset of the Open Reaction Database (ORD), a public repository of structured organic reaction records. describe an organic reaction: reactants, conditions, products, and yield Starting materials: [OH-].[Na+] (sodium hydroxide), resultant solution, Cl (hydrochloric acid), C1=CC2=C(C=C1C=O)OCO2 (piperonal), [N+](=O)([O-])C (nitromethane). Solvent: O (water), ice water, O (water), CO (methanol). Reaction conditions: time 30 minute. Product: C1OC=2C=C(/C=C/[N+](=O)[O-])C=CC2O1 (E-2-(3,4-methylenedioxy)-nitrostyrene). Yield: 54.9%. As a reaction SMILES: [CH:1]1[C:6]([CH:7]=O)=[CH:5][C:4]2[O:9][CH2:10][O:11][C:3]=2[CH:2]=1.[N+:12]([CH3:15])([O-:14])=[O:13].[OH-].[Na+].Cl>CO.O>[CH2:10]1[O:11][C:3]2[CH:2]=[CH:1][C:6](/[CH:7]=[CH:15]/[N+:12]([O-:14])=[O:13])=[CH:5][C:4]=2[O:9]1 |f:2.3|. Procedure: To a stirred solution of piperonal (75 g, 500 mmol) in methanol (120 mL) at 10° C. was added nitromethane (27.1 mL, 500 mmol, 1 eq) followed by the dropwise addition of sodium hydroxide (21 g, 525 mmol, 1.05 eq) in sufficient water to achieve a total volume of 50 mL while maintaining the temperature between 10°-15° C. The reaction mixture became cloudy, turning to a thick paste. The mixture was stirred for 30 minutes upon completion of the addition, and the mixture was then diluted with ice-wate... The reactants are CCOC(=O)C1CCCC1NCc1ccc(F)cn1, CS(=O)(=O)Nc1ccc2c(c1)S(=O)(=O)N=C(CC(=O)O)N2, CN(C)C=O, C(=NC1CCCCC1)=NC1CCCCC1, ClCCl. RXN SMILES: [CH2:22]([CH3:23])[O:24][C:25](=[O:26])[CH:27]1[CH:28]([NH:32][CH2:33][c:34]2[n:35][cH:36][c:37]([F:40])[cH:38][cH:39]2)[CH2:29][CH2:30][CH2:31]1.[CH3:1][S:2](=[O:3])(=[O:4])[NH:5][c:6]1[cH:7][c:8]2[c:9]([cH:20][cH:21]1)[NH:10][C:11]([CH2:16][C:17](=[O:18])[OH:19])=[N:12][S:13]2(=[O:14])=[O:15].[CH3:59][N:60]([CH3:61])[CH:62]=[O:63].[CH:41]1([N:42]=[C:43]=[N:44][CH:45]2[CH2:46][CH2:47][CH2:48][CH2:49][CH2:50]2)[CH2:51][CH2:52][CH2:53][CH2:54][CH2:55]1.[Cl:56][CH2:57][Cl:58]>>[CH3:1][S:2](=[O:3])(=[O:4])[NH:5][c:6]1[cH:7][c:8]2[c:9]([cH:20][cH:21]1)[NH:10][C:11]([CH2:16][C:17](=[O:19])[N:32]([CH:28]1[CH:27]([C:25]([O:24][CH2:22][CH3:23])=[O:26])[CH2:31][CH2:30][CH2:29]1)[CH2:33][c:34]1[n:35][cH:36][c:37]([F:40])[cH:38][cH:39]1)=[N:12][S:13]2(=[O:14])=[O:15]. Product: CCOC(=O)C1CCCC1N(Cc1ccc(F)cn1)C(=O)CC1=NS(=O)(=O)c2cc(NS(C)(=O)=O)ccc2N1. Product: N1N=NN=C1C=C1C(CCCC1)N1N=C(C=CC1=O)C=1C(=NN2C1C=CC=C2)C2=CC=CC=C2 (3-[2-{2-(1H-tetrazol-5-yl)methylenecyclohexyl}-3-oxo-2,3-dihydropyridazin-6-yl]-2-phenylpyrazolo[1,5-a]pyridine). Conditions: temperature 145 celsius. Procedure: A mixture of 3-[2-(2-cyanomethyl-1-cyclohexenyl)-3-oxo-2,3-dihydropyridazin-6-yl]-2-phenylpyrazolo[1,5-a]-pyridine (1 g), sodium azide (480 mg) and ammonium chloride (200 mg) in 1-methyl-2-pyrrolidone (10 ml) was heated at 140 to 150° C. for 6 hours with stirring. The reaction mixture was cooled to room temperature, which was poured into water and adjusted to pH 1.0 with 1N-aqueous hydrochloric acid. The resulting solution was extracted three times with ethyl acetate (100 ml). organic layers wer... The solvent is CN1C(CCC1)=O (1-methyl-2-pyrrolidone), O (water). Isolated yield 7.7%. Starting materials: Cl (hydrochloric acid), C(#N)CC1=C(CCCC1)N1N=C(C=CC1=O)C=1C(=NN2C1C=CC=C2)C2=CC=CC=C2 (3-[2-(2-cyanomethyl-1-cyclohexenyl)-3-oxo-2,3-dihydropyridazin-6-yl]-2-phenylpyrazolo[1,5-a]-pyridine), [N-]=[N+]=[N-].[Na+] (sodium azide), [Cl-].[NH4+] (ammonium chloride). Reaction SMILES: [C:1]([CH2:3][C:4]1[CH2:9][CH2:8][CH2:7][CH2:6][C:5]=1[N:10]1[C:15](=[O:16])[CH:14]=[CH:13][C:12]([C:17]2[C:18]([C:26]3[CH:31]=[CH:30][CH:29]=[CH:28][CH:27]=3)=[N:19][N:20]3[CH:25]=[CH:24][CH:23]=[CH:22][C:21]=23)=[N:11]1)#[N:2].[N-:32]=[N+:33]=[N-:34].[Na+].[Cl-].[NH4+].Cl>CN1CCCC1=O.O>[NH:32]1[C:1]([CH:3]=[C:4]2[CH2:9][CH2:8][CH2:7][CH2:6][CH:5]2[N:10]2[C:15](=[O:16])[CH:14]=[CH:13][C:12]([C:17]3[C:18]([C:26]4[CH:27]=[CH:28][CH:29]=[CH:30][CH:31]=4)=[N:19][N:20]4[CH:25]=[CH:24][CH:23]=[CH:22][C:21]=34)=[N:11]2)=[N:2][N:34]=[N:33]1 |f:1.2,3.4|. Starting materials: CC(C)(OC(=O)N1CCN(CC1)C1=CC=C(C=C1)C(=O)NC1=CC(=C(OCC(=O)OCC)C=C1)[N+](=O)[O-])C (Ethyl 2-(4-(4-(4-(1,1-dimethylethoxycarbonyl)piperazin-1-yl)phenylcarbonylamino)-2'-nitrophenoxy)acetate), Cl (HCl), O[Li].O (LiOH.H2O). The solvent is CCOC(=O)C (EtOAc). Product: N1(CCNCC1)C1=CC=C(C=C1)C(=O)NC1=CC(=C(OCC(=O)O)C=C1)[N+](=O)[O-] (2-(4-(4-(Piperazin-1-yl)phenylcarbonylamino)-2'-nitrophenoxy)-acetic acid), CCO.O.[NH4+].[OH-] (EtOH H2O NH4OH). Reaction SMILES: [CH3:1][C:2](C)([O:4]C([N:7]1[CH2:12][CH2:11][N:10]([C:13]2[CH:18]=[CH:17][C:16]([C:19]([NH:21][C:22]3[CH:34]=[CH:33][C:25]([O:26][CH2:27][C:28]([O:30]CC)=[O:29])=[C:24]([N+:35]([O-:37])=[O:36])[CH:23]=3)=[O:20])=[CH:15][CH:14]=2)[CH2:9][CH2:8]1)=O)C.Cl.[OH:40][Li].O>CCOC(C)=O>[N:10]1([C:13]2[CH:18]=[CH:17][C:16]([C:19]([NH:21][C:22]3[CH:34]=[CH:33][C:25]([O:26][CH2:27][C:28]([OH:30])=[O:29])=[C:24]([N+:35]([O-:37])=[O:36])[CH:23]=3)=[O:20])=[CH:15][CH:14]=2)[CH2:11][CH2:12][NH:7][CH2:8][CH2:9]1.[CH3:1][CH2:2][OH:4].[OH2:40].[NH4+:7].[OH-:4] |f:2.3,6.7.8.9|. Procedure: A solution of 5-9 (0.186 g, 0.352 mmol) in EtOAc was treated first with HCl gas then with LiOH.H2O as described for 5-6 to give 5-10 as a yellow solid after chromatography in 18:1:1 EtOH/H2O/NH4OH). Reactants: CCCCN, ClC(Cl)Cl, Cl, O=C(O)C1Cc2c([nH]c3ccccc23)C(c2ccc3c(c2)OCO3)N1. Yields the product CCCCNC(=O)C1Cc2c([nH]c3ccccc23)C(c2ccc3c(c2)OCO3)N1. As a reaction SMILES: [CH2:27]([CH2:28][CH2:29][CH3:30])[NH2:31].[CH:32]([Cl:33])([Cl:34])[Cl:35].[ClH:1].[O:2]1[CH2:3][O:4][c:5]2[c:6]1[cH:7][cH:8][c:9]([CH:11]1[NH:12][CH:13]([C:24](=[O:25])[OH:26])[CH2:14][c:15]3[c:16]4[cH:17][cH:18][cH:19][cH:20][c:21]4[nH:22][c:23]31)[cH:10]2>>[O:2]1[CH2:3][O:4][c:5]2[c:6]1[cH:7][cH:8][c:9]([CH:11]1[NH:12][CH:13]([C:24](=[O:25])[NH:31][CH2:27][CH2:28][CH2:29][CH3:30])[CH2:14][c:15]3[c:16]4[cH:17][cH:18][cH:19][cH:20][c:21]4[nH:22][c:23]31)[cH:10]2. The reactants are N([C@@H](C(C)C)C(=O)N1[C@H](C(=O)NCC(=O)OC)CCC1)C(=O)OC(C)(C)C (Boc-Val-Pro-Gly-OMe), NN (hydrazine). Solvent: CO (methanol). Reaction conditions: time 1 day. The product is N([C@@H](C(C)C)C(=O)N1[C@H](C(=O)NCC(=O)NN)CCC1)C(=O)OC(C)(C)C (Boc-Val-Pro-Gly-NHNH2). As a reaction SMILES: [NH:1]([C:21]([O:23][C:24]([CH3:27])([CH3:26])[CH3:25])=[O:22])[C@H:2]([C:6]([N:8]1[CH2:20][CH2:19][CH2:18][C@H:9]1[C:10]([NH:12][CH2:13][C:14]([O:16]C)=O)=[O:11])=[O:7])[CH:3]([CH3:5])[CH3:4].[NH2:28][NH2:29]>CO>[NH:1]([C:21]([O:23][C:24]([CH3:27])([CH3:25])[CH3:26])=[O:22])[C@H:2]([C:6]([N:8]1[CH2:20][CH2:19][CH2:18][C@H:9]1[C:10]([NH:12][CH2:13][C:14]([NH:28][NH2:29])=[O:16])=[O:11])=[O:7])[CH:3]([CH3:5])[CH3:4]. Procedure details: To a solution of III (64.0 g, 166 mmol) in methanol (50 ml) was added 95% hydrazine (120 ml, 2.49 mol) and the mixture was stirred for 1 day at room temperature. The reaction mixture was evaporated and the residue, dissolved in chloroform, was washed with water and dried over sodium sulfate. The solution was evaporated and the residue was triturated with petroleum ether. A non-crystalline product obtained gave a single spot on TLC; yield 45.8 g (72%), Rf1 0.69. Reactants: ClCCl, Cc1ccnc(CO)c1, O=S(Cl)Cl. Yields the product Cc1ccnc(CCl)c1. As a reaction SMILES: [CH2:14]([Cl:15])[Cl:16].[CH3:1][c:2]1[cH:3][c:4]([CH2:8][OH:9])[n:5][cH:6][cH:7]1.[S:10]([Cl:11])([Cl:12])=[O:13]>>[CH3:1][c:2]1[cH:3][c:4]([CH2:8][Cl:12])[n:5][cH:6][cH:7]1. Starting materials: CC(=CCN(C1CCNCC1)C1=CC=C(C=C1)CCC1=CC=CC=C1)C ((3-Methyl-but-2-enyl)-(4-phenethyl-phenyl)-piperidin-4-yl-amine), CC(CC=O)(C)C (3,3-dimethylbutyraldehyde). The product is CC(CCN1CCC(CC1)N(C1=CC=C(C=C1)CCC1=CC=CC=C1)CC=C(C)C)(C)C ([1-(3,3-Dimethyl-butyl)-piperidin4-yl]-(3-methyl-but-2-enyl)-(4-phenethyl-phenyl)-amine). Reaction SMILES: [CH3:1][C:2]([CH3:26])=[CH:3][CH2:4][N:5]([C:12]1[CH:17]=[CH:16][C:15]([CH2:18][CH2:19][C:20]2[CH:25]=[CH:24][CH:23]=[CH:22][CH:21]=2)=[CH:14][CH:13]=1)[CH:6]1[CH2:11][CH2:10][NH:9][CH2:8][CH2:7]1.[CH3:27][C:28]([CH3:33])([CH3:32])[CH2:29][CH:30]=O>>[CH3:27][C:28]([CH3:33])([CH3:32])[CH2:29][CH2:30][N:9]1[CH2:8][CH2:7][CH:6]([N:5]([CH2:4][CH:3]=[C:2]([CH3:26])[CH3:1])[C:12]2[CH:13]=[CH:14][C:15]([CH2:18][CH2:19][C:20]3[CH:21]=[CH:22][CH:23]=[CH:24][CH:25]=3)=[CH:16][CH:17]=2)[CH2:11][CH2:10]1. Reported procedure: The preparation of Example 48: [1-(3,3-Dimethyl-butyl)-piperidin4-yl]-(3-methyl-but-2-enyl)-(4-phenethyl-phenyl)-amine was prepared in accordance with the methods of Step 8 in Example 37 except that (3-Methyl-but-2-enyl)-(4-phenethyl-phenyl)-piperidin-4-yl-amine (48g) was used instead of [4-(3,3-Dimethyl-butyl)-phenyl]-(3-methyl-but-2-enyl)-pipendin-4-yl-amine (37g) and 3,3-dimethylbutyraldehyde was used instead of isovaleraldehyde. RXN SMILES: [CH2:1]([CH3:2])[O:3][C:4]([CH:5]([CH2:6][CH2:7][CH2:8][CH2:9][CH2:10][C:11](=[O:12])[O:13][CH2:14][CH3:15])[c:16]1[cH:17][cH:18][cH:19][cH:20][cH:21]1)=[S:22].[CH3:23][CH2:24][OH:25].[Na+:27].[OH-:26].[OH2:28]>>[CH2:1]([CH3:2])[O:3][C:4]([CH:5]([CH2:6][CH2:7][CH2:8][CH2:9][CH2:10][C:11](=[O:12])[OH:13])[c:16]1[cH:17][cH:18][cH:19][cH:20][cH:21]1)=[S:22]. Reactants: CCOC(=O)CCCCCC(C(=S)OCC)c1ccccc1, CCO, [Na+], [OH-], O. Product: CCOC(=S)C(CCCCCC(=O)O)c1ccccc1. Reactants: CC(=O)OC1CSC(Br)C(OC(C)=O)C1OC(C)=O, Oc1cccc2ccoc12. Yields the product CC(=O)OC1CSC(Oc2cccc3ccoc23)C(OC(C)=O)C1OC(C)=O. As a reaction SMILES: [C:1]([CH3:2])(=[O:3])[O:4][CH:5]1[CH:6]([Br:19])[S:7][CH2:8][CH:9]([O:15][C:16]([CH3:17])=[O:18])[CH:10]1[O:11][C:12]([CH3:13])=[O:14].[OH:20][c:21]1[cH:22][cH:23][cH:24][c:25]2[cH:26][cH:27][o:28][c:29]12>>[C:1]([CH3:2])(=[O:3])[O:4][CH:5]1[CH:6]([O:20][c:21]2[cH:22][cH:23][cH:24][c:25]3[cH:26][cH:27][o:28][c:29]23)[S:7][CH2:8][CH:9]([O:15][C:16]([CH3:17])=[O:18])[CH:10]1[O:11][C:12]([CH3:13])=[O:14].